Dataset: the Open Reaction Database (ORD), a public repository of structured organic reaction records. Task: describe an organic reaction: reactants, conditions, products, and yield Starting materials: BrC1=C(OC2=NC=CC(=N2)N)C=CC=C1 (2-(2-bromophenoxy)pyrimidin-4-amine), FC1=C(C=CC(=C1)B1OC(C(O1)(C)C)(C)C)C=1C=NC(=NC1)N (5-(2-fluoro-4-(4,4,5,5-tetramethyl-1,3,2-dioxaborolan-2-yl)phenyl)pyrimidin-2-amine). Product: NC1=NC(=NC=C1)OC1=C(C=CC=C1)C1=CC(=C(C=C1)C=1C=NC(=NC1)N)F (5-{2′-[(4-Aminopyrimidin-2-yl)oxy]-3-fluorobiphenyl-4-yl}pyrimidin-2-amine). Reaction SMILES: Br[C:2]1[CH:15]=[CH:14][CH:13]=[CH:12][C:3]=1[O:4][C:5]1[N:10]=[C:9]([NH2:11])[CH:8]=[CH:7][N:6]=1.[F:16][C:17]1[CH:22]=[C:21](B2OC(C)(C)C(C)(C)O2)[CH:20]=[CH:19][C:18]=1[C:32]1[CH:33]=[N:34][C:35]([NH2:38])=[N:36][CH:37]=1>>[NH2:11][C:9]1[CH:8]=[CH:7][N:6]=[C:5]([O:4][C:3]2[CH:12]=[CH:13][CH:14]=[CH:15][C:2]=2[C:21]2[CH:20]=[CH:19][C:18]([C:32]3[CH:37]=[N:36][C:35]([NH2:38])=[N:34][CH:33]=3)=[C:17]([F:16])[CH:22]=2)[N:10]=1. Procedure: The title compound was prepared in a manner similar to that described in Example 88 using 2-(2-bromophenoxy)pyrimidin-4-amine and 5-(2-fluoro-4-(4,4,5,5-tetramethyl-1,3,2-dioxaborolan-2-yl)phenyl)pyrimidin-2-amine. MS (ESI): mass calcd. for C20H15FN6O, 374.13; m/z found, 375.1 [M+H]+. 1H NMR (500 MHz, CD3OD) δ 8.49-8.43 (d, J=1.4, 2H), 7.79-7.72 (d, J=5.9, 1H), 7.51-7.47 (dd, J=7.6, 1.7, 1H), 7.47-7.41 (m, 2H), 7.39-7.28 (m, 3H), 7.22-7.17 (dd, J=8.1, 1.2, 1H), 6.16-6.05 (d, J=105.9, 1H). Starting materials: C(C)C1(OC2=C(C(C1)O)C=C(C=C2)C#N)CC (2,2-diethyl-3,4-dihydro-4-hydroxy-2H-1-benzopyran-6-carbonitrile), O.C1(=CC=C(C=C1)S(=O)(=O)O)C (p-toluenesulfonic acid hydrate), O (water). Run in C(C)(=O)OCC (ethyl acetate), C1(=CC=CC=C1)C (toluene). Yields the product C(C)C1(OC2=C(C=C1)C=C(C=C2)C#N)CC (2,2-diethyl-2H-1-benzopyran-6-carbonitrile). Isolated yield 69.9%. RXN SMILES: [CH2:1]([C:3]1([CH2:16][CH3:17])[CH2:8][CH:7](O)[C:6]2[CH:10]=[C:11]([C:14]#[N:15])[CH:12]=[CH:13][C:5]=2[O:4]1)[CH3:2].O.C1(C)C=CC(S(O)(=O)=O)=CC=1.O>C1(C)C=CC=CC=1.C(OCC)(=O)C>[CH2:16]([C:3]1([CH2:1][CH3:2])[CH:8]=[CH:7][C:6]2[CH:10]=[C:11]([C:14]#[N:15])[CH:12]=[CH:13][C:5]=2[O:4]1)[CH3:17] |f:1.2|. Procedure details: A mixture of 2,2-diethyl-3,4-dihydro-4-hydroxy-2H-1-benzopyran-6-carbonitrile (2.28 g) and p-toluenesulfonic acid hydrate (0.19 g) in toluene was refluxed for an hour and 20 minutes with azeotropic removal of the formed water. The reaction mixture was diluted with ethyl acetate, and then washed with water and brine successively. The extract was dried over anhydrous magnesium sulfate and evaporated in vacuo. The residue was purified with silica gel column chromatography using a mixture of methyle... Reaction conditions: time 30 minute. Starting materials: COC([C@@H](NC(C(F)(F)F)=O)CC1=CC(=C(C(=C1)Cl)OC1=CC2=CC=C(C=C2C=C1)OC)Cl)=O (3,5-dichloro-N-trifluoroacetyl-O-[(6-methoxy)-2-naphthyl]-L-tyrosine methyl ester), Br (hydrobromic acid), C(C)(=O)O (acetic acid), [OH-].[Na+] (sodium hydroxide). Reaction SMILES: C[O:2][C:3](=[O:34])[C@H:4]([CH2:12][C:13]1[CH:18]=[C:17]([Cl:19])[C:16]([O:20][C:21]2[CH:30]=[CH:29][C:28]3[C:23](=[CH:24][CH:25]=[C:26]([O:31]C)[CH:27]=3)[CH:22]=2)=[C:15]([Cl:33])[CH:14]=1)[NH:5]C(=O)C(F)(F)F.Br.C(O)(=O)C.[OH-].[Na+]>O>[Cl:19][C:17]1[CH:18]=[C:13]([CH:14]=[C:15]([Cl:33])[C:16]=1[O:20][C:21]1[CH:30]=[CH:29][C:28]2[C:23](=[CH:24][CH:25]=[C:26]([OH:31])[CH:27]=2)[CH:22]=1)[CH2:12][C@@H:4]([C:3]([OH:34])=[O:2])[NH2:5] |f:3.4|. Yields the product ClC=1C=C(C[C@H](N)C(=O)O)C=C(C1OC1=CC2=CC=C(C=C2C=C1)O)Cl (3,5-dichloro-O-[(6-hydoxy)-2-naphthyl]-L-tyrosine). Run in O (water). The yield is 75.7%. Reported procedure: A mixture of 3,5-dichloro-N-trifluoroacetyl-O-[(6-methoxy)-2-naphthyl]-L-tyrosine methyl ester (160 mg, 0.31 mmol), 47% hydrobromic acid (3 ml) and acetic acid (2 ml) was heated under reflux for 5 hrs. The reaction mixture was diluted with water (10 ml), adjusted to pH 4-5 with 4N sodium hydroxide under ice cooling and then stirred at room temperature for 30 min. The precipitates were collected by filtration, washed with water and dried under reduced pressure to give 3,5-dichloro-O-[(6-hydoxy)-2... Reactants: ClC1=CC=C(C=C1)S(=O)(=O)C12C(COC3=C(C=CC(=C13)F)F)CC(CC2)OCCN (2-[10a-(4-chloro-benzene sulfonyl)-1,4-difluoro-6a,7,8,9,10,10a-hexahydro-6H-benzo[c]chromen-8-yloxy]-ethylamine), N1=C(C=CC=C1C)C (2,6-lutidine), O(S(=O)(=O)C(F)(F)F)S(=O)(=O)C(F)(F)F (Tf2O). Run in C(Cl)Cl (CH2Cl2), [NH4+].[Cl-] (NH4Cl). Conditions: time 17 hour. The product is ClC1=CC=C(C=C1)S(=O)(=O)C12C(COC3=C(C=CC(=C13)F)F)CC(CC2)OCCNS(=O)(=O)C(F)(F)F (N-{2-[10a-(4-Chloro-benzenesulfonyl)-1,4-difluoro-6a,7,8,9,10,10a-hexahydro-6H-benzo[c]chromen-8-yloxy]-ethyl}-C,C,C-trifluoro-methanesulfonamide). Yield: 29.3%. RXN SMILES: [Cl:1][C:2]1[CH:7]=[CH:6][C:5]([S:8]([C:11]23[CH2:26][CH2:25][CH:24]([O:27][CH2:28][CH2:29][NH2:30])[CH2:23][CH:12]2[CH2:13][O:14][C:15]2[C:20]3=[C:19]([F:21])[CH:18]=[CH:17][C:16]=2[F:22])(=[O:10])=[O:9])=[CH:4][CH:3]=1.N1C(C)=CC=CC=1C.[O:39](S(C(F)(F)F)(=O)=O)[S:40]([C:43]([F:46])([F:45])[F:44])(=O)=[O:41]>C(Cl)Cl.[NH4+].[Cl-]>[Cl:1][C:2]1[CH:3]=[CH:4][C:5]([S:8]([C:11]23[CH2:26][CH2:25][CH:24]([O:27][CH2:28][CH2:29][NH:30][S:40]([C:43]([F:46])([F:45])[F:44])(=[O:41])=[O:39])[CH2:23][CH:12]2[CH2:13][O:14][C:15]2[C:20]3=[C:19]([F:21])[CH:18]=[CH:17][C:16]=2[F:22])(=[O:9])=[O:10])=[CH:6][CH:7]=1 |f:4.5|. Reported procedure: A solution of 2-[10a-(4-chloro-benzene sulfonyl)-1,4-difluoro-6a,7,8,9,10,10a-hexahydro-6H-benzo[c]chromen-8-yloxy]-ethylamine (71 mg, 0.168 mmol) in CH2Cl2 (5 mL) at −78° C. was treated with 2,6-lutidine (33 μL, 0.284 mmol), Tf2O (45 μL, 0.948 mmol) and warmed slowly to ambient temperature. After 17 h, the reaction mixture was diluted with saturated aqueous NH4Cl and extracted with CH2Cl2 (2×). The combined organic extracts were washed with saturated aqueous NaHCO3, dried over MgSO4, and concen... Reactants: CCO, [Na+], [OH-], O, N#Cc1cnc2ccsc2c1. Product: O=C(O)c1cnc2ccsc2c1. RXN SMILES: [CH3:14][CH2:15][OH:16].[Na+:13].[OH-:12].[OH2:17].[s:1]1[cH:2][cH:3][c:4]2[n:5][cH:6][c:7]([C:10]#[N:11])[cH:8][c:9]12>>[s:1]1[cH:2][cH:3][c:4]2[n:5][cH:6][c:7]([C:10](=[O:12])[OH:17])[cH:8][c:9]12. The reactants are ClC1=C(C=NC=C1)C#N (4-chloro-3-cyanopyridine), C1(CC1)N (cyclopropylamine), C([O-])([O-])=O.[K+].[K+] (potassium carbonate). The solvent is C(C)(C)O (isopropyl alcohol). Conditions: temperature 60 celsius, time 20 hour. The product is C1(CC1)NC1=CC=NC=C1C#N (4-Cyclopropylamino-nicotinonitrile). The yield is 79.2%. Reaction SMILES: Cl[C:2]1[CH:7]=[CH:6][N:5]=[CH:4][C:3]=1[C:8]#[N:9].[CH:10]1([NH2:13])[CH2:12][CH2:11]1.C(=O)([O-])[O-].[K+].[K+]>C(O)(C)C>[CH:10]1([NH:13][C:2]2[C:3]([C:8]#[N:9])=[CH:4][N:5]=[CH:6][CH:7]=2)[CH2:12][CH2:11]1 |f:2.3.4|. Procedure details: A mixture of 4-chloro-3-cyanopyridine (5.0 g, 36.1 mmol), cyclopropylamine (5.0 mL, 72.2 mmol, 2.0 eq), and potassium carbonate (5.2 g, 37.9 mmol, 1.05 eq) in isopropyl alcohol (130 mL) was stirred at 60° C. under N2 for 20 h. The reaction was cooled to room temperature and the solvent was removed in vacuo. The residue was absorbed onto silica and purified by flash column chromatography (silica, ISCO, 45 mL/min, 10-100% ethyl acetate in hexane). Trituration from hexane afforded the title compoun... Starting materials: [H][H] (hydrogen), C(CC(C)C)C(C(=O)OCC)C(=O)OCC (diethyl isopentylmalonate), oil, [H-].[Na+] (sodium hydride), IC (iodomethane). Solvent: CN(C=O)C.C(C)OCC (N,N-dimethylformamide diethyl ether). Run at temperature 25 celsius. Yields the product C(C)OC(C(C(=O)OCC)(CCC(C)C)C)=O (2-methyl-2-(3-methyl-butyl)-malonic acid diethyl ester). The yield is 85.6%. RXN SMILES: [CH2:1]([CH:6]([C:12]([O:14][CH2:15][CH3:16])=[O:13])[C:7]([O:9][CH2:10][CH3:11])=[O:8])[CH2:2][CH:3]([CH3:5])[CH3:4].[H-].[Na+].[H][H].I[CH3:22]>CN(C)C=O.C(OCC)C>[CH2:10]([O:9][C:7](=[O:8])[C:6]([CH3:22])([CH2:1][CH2:2][CH:3]([CH3:5])[CH3:4])[C:12]([O:14][CH2:15][CH3:16])=[O:13])[CH3:11] |f:1.2,5.6|. Procedure details: A solution of diethyl isopentylmalonate (2.31 g, 10 mmol) in a 6:2 mixture of anhydrous N,N-dimethylformamide/diethyl ether (8 mL) was stirred under a nitrogen atmosphere at 25° C. and treated with a 60% oil dispersion of sodium hydride (480 mg, 12 mmol). The reaction mixture was stirred until the evolution of hydrogen gas ceased. The reaction was then treated dropwise via syringe with iodomethane (1.87 mL, 30 mmol) and stirred for 3 h at 25° C. The reaction was quenched with a 1.0 M aqueous hyd... Starting materials: NC=1C=CC2=C(C(NC3=C(O2)C=CC=C3)=O)C1 (2-Amino-10H-dibenzo[b,f][1,4]oxazepin-11-one), Br.C1(=CC=CC=C1)SC(=N)C=1SC=CC1 (thiophene-2-carboximidothioic acid phenyl ester hydrobromide). Run in CO (methanol). Conditions: time 24 hour. Product: Br.O=C1NC2=C(OC3=C1C=C(C=C3)NC(=N)C=3SC=CC3)C=CC=C2 (N-(11-Oxo-10,11-dihydro-dibenzo[b,f][1,4]oxazepin-2-yl)-thiophene-2-carboxamidine hyrobromide). The yield is 27.3%. RXN SMILES: [NH2:1][C:2]1[CH:3]=[CH:4][C:5]2[O:11][C:10]3[CH:12]=[CH:13][CH:14]=[CH:15][C:9]=3[NH:8][C:7](=[O:16])[C:6]=2[CH:17]=1.[BrH:18].C1(S[C:26]([C:28]2[S:29][CH:30]=[CH:31][CH:32]=2)=[NH:27])C=CC=CC=1>CO>[BrH:18].[O:16]=[C:7]1[C:6]2[CH:17]=[C:2]([NH:1][C:26]([C:28]3[S:29][CH:30]=[CH:31][CH:32]=3)=[NH:27])[CH:3]=[CH:4][C:5]=2[O:11][C:10]2[CH:12]=[CH:13][CH:14]=[CH:15][C:9]=2[NH:8]1 |f:1.2,4.5|. Procedure: To a solution of 2-amino-10H-dibenzo[b,f][1,4]oxazepin-11-one (Example 4, 100 mg, 0.44 mmol) in methanol was added thiophene-2-carboximidothioic acid phenyl ester hydrobromide (146 mg, 0.48 mmol). The mixture was stirred at room temperature for 24 hr. The solvent was evaporated to give a yellow solid that was recrystalized from a mixture of ethanol and diethyl ether to give a yellow solid (yield 50 mg, 43%). H1 NMR (DMSO d6) δ: 11.38 (bs, 1H), 10.67 (s, 1H), 9.77 (bs, 1H), 8.95 (bs, 1H), 8.19-8....